This data is from the Open Reaction Database (ORD), a public repository of structured organic reaction records. The task is: describe an organic reaction: reactants, conditions, products, and yield Starting materials: sulfuric acid ester, [Na] (sodium), aqueous solution, S(=O)(=O)([O-])[O-].[NH4+].[NH4+] (ammonium sulfate), C=CC1=CC=CC=C1 (styrene), C(C(=C)C)(=O)O (methacrylic acid), C(C=C)(=O)OCCCC (butyl acrylate), S(=O)(=O)([O-])OOS(=O)(=O)[O-].[NH4+].[NH4+] (ammonium persulfate), C(C(=C)C)(=O)O (methacrylic acid), C1CO1 (ethylene oxide). Run in O (water). Reaction conditions: temperature 75 celsius, time 5 hour. Product: C(=CC1=CC=CC=C1)CC(C(=O)O)=C.C(C=C)(=O)OCCCC.[Na] (styrene-methacrylic acid butyl acrylate sodium), sulfuric acid ester, C1CO1 (ethylene oxide), C(C(=C)C)(=O)O (methacrylic acid). Reaction SMILES: [Na:1].[CH2:2]1[O:4][CH2:3]1.[C:5]([OH:10])(=[O:9])[C:6]([CH3:8])=[CH2:7].[CH2:11]=[CH:12][C:13]1[CH:18]=[CH:17][CH:16]=[CH:15][CH:14]=1.[C:19]([O:23][CH2:24][CH2:25][CH2:26][CH3:27])(=[O:22])[CH:20]=[CH2:21].S(OOS([O-])(=O)=O)([O-])(=O)=O.[NH4+].[NH4+].S([O-])([O-])(=O)=O.[NH4+].[NH4+]>O>[CH:11]([CH2:7][C:6](=[CH2:8])[C:5]([OH:10])=[O:9])=[CH:12][C:13]1[CH:18]=[CH:17][CH:16]=[CH:15][CH:14]=1.[C:19]([O:23][CH2:24][CH2:25][CH2:26][CH3:27])(=[O:22])[CH:20]=[CH2:21].[Na:1].[CH2:3]1[O:4][CH2:2]1.[C:5]([OH:10])(=[O:9])[C:6]([CH3:8])=[CH2:7] |f:5.6.7,8.9.10,12.13.14,^1:0,70|. Procedure: In a reactor equipped with a stirring rod and a thermometer were placed 653 parts of water, 11 parts of a sodium salt of sulfuric acid ester of ethylene oxide adduct of methacrylic acid ELEMINOL RS-30 (trade name, available from Sanyo Chemical Industries, Ltd., Japan), 83 parts of styrene, 83 parts of methacrylic acid, 110 parts of butyl acrylate, and 1 part of ammonium persulfate, and the mixture was stirred at 400 rpm for 15 minutes to yield a white emulsion. The emulsion was heated to an inne... Reactants: Fc1ccc(Br)cc1, C1COCCO1, CN(C)CCN, CS(C)=O, I[Cu]I, [K+], [K+], [K+], O=C(O)C1CCCN1, O=P([O-])([O-])[O-], COC(=O)c1cccc2[nH]ccc12. The product is COC(=O)c1cccc2c1ccn2-c1ccc(F)cc1. As a reaction SMILES: [Br:36][c:37]1[cH:38][cH:39][c:40]([F:43])[cH:41][cH:42]1.[CH2:48]1[O:49][CH2:50][CH2:51][O:52][CH2:53]1.[CH3:22][N:23]([CH3:24])[CH2:25][CH2:26][NH2:27].[CH3:44][S:45]([CH3:46])=[O:47].[Cu:54]([I:55])[I:56].[K+:19].[K+:20].[K+:21].[OH:28][C:29]([CH:30]1[NH:31][CH2:32][CH2:33][CH2:34]1)=[O:35].[P:14]([O-:15])([O-:16])([O-:17])=[O:18].[nH:1]1[cH:2][cH:3][c:4]2[c:5]([C:10](=[O:11])[O:12][CH3:13])[cH:6][cH:7][cH:8][c:9]12>>[n:1]1(-[c:37]2[cH:38][cH:39][c:40]([F:43])[cH:41][cH:42]2)[cH:2][cH:3][c:4]2[c:5]([C:10](=[O:11])[O:12][CH3:13])[cH:6][cH:7][cH:8][c:9]12.